This data is from the Open Reaction Database (ORD), a public repository of structured organic reaction records. The task is: describe an organic reaction: reactants, conditions, products, and yield Starting materials: COC(C1=C(C=C(C(=C1)Cl)NC(C)=O)OC)=O (4-Acetylamino-5-chloro-2-methoxy-benzoic acid methyl ester), [Li+].[OH-] (LiOH). Run in CO (MeOH). Conditions: time 6 hour. Product: C(C)(=O)NC1=CC(=C(C(=O)O)C=C1Cl)OC (4-Acetylamino-5-chloro-2-methoxy-benzoic acid). Isolated yield 47.2%. Reaction SMILES: C[O:2][C:3](=[O:17])[C:4]1[CH:9]=[C:8]([Cl:10])[C:7]([NH:11][C:12](=[O:14])[CH3:13])=[CH:6][C:5]=1[O:15][CH3:16].[Li+].[OH-]>CO>[C:12]([NH:11][C:7]1[C:8]([Cl:10])=[CH:9][C:4]([C:3]([OH:17])=[O:2])=[C:5]([O:15][CH3:16])[CH:6]=1)(=[O:14])[CH3:13] |f:1.2|. Procedure: 4-Acetylamino-5-chloro-2-methoxy-benzoic acid methyl ester (2.09 g, 8.11 mmol) was dissolved in MeOH (110 ml) and LiOH solution (25.48 mmol in 30 ml, 1:1 MeOH:H2O) added and the solution stirred at room temperature for 6 hours. The solvent was concentrated in vacuo, EtOAc added and the organic phase was washed with 0.5N HCl then extracted with saturated NaHCO3 (2×). The aqueous phase was acidified with 12N HCl to pH 1 and the resulting precipitate extracted into CH2Cl2. The combined extracts wer... Starting materials: C1CNC[C@H]2CCC3=C([C@H]12)C=CC=C3 (trans-1,2,3,4,4a,5,6,10b-octahydrobenz[f]isoquinoline), C([O-])([O-])=O.[K+].[K+] (potassium carbonate), C(C)(C)(C)C1=CC=C(CCl)C=C1 (4-(tert-butyl)benzyl chloride). The solvent is CN(C)C=O (DMF). The product is C(C)(C)(C)C1=CC=C(CN2C[C@H]3CCC4=C([C@@H]3CC2)C=CC=C4)C=C1 (trans-3-(4'-tert-Butylbenzyl)-1,2,3,4,4a,5,6,10b-octahydro benz[f]isoquinoline). Isolated yield 26.6%. RXN SMILES: [CH2:1]1[C@@H:10]2[C@H:5]([CH2:6][CH2:7][C:8]3[CH:14]=[CH:13][CH:12]=[CH:11][C:9]=32)[CH2:4][NH:3][CH2:2]1.C(=O)([O-])[O-].[K+].[K+].[C:21]([C:25]1[CH:32]=[CH:31][C:28]([CH2:29]Cl)=[CH:27][CH:26]=1)([CH3:24])([CH3:23])[CH3:22]>CN(C=O)C>[C:21]([C:25]1[CH:26]=[CH:27][C:28]([CH2:29][N:3]2[CH2:2][CH2:1][C@@H:10]3[C@H:5]([CH2:6][CH2:7][C:8]4[CH:14]=[CH:13][CH:12]=[CH:11][C:9]=43)[CH2:4]2)=[CH:31][CH:32]=1)([CH3:24])([CH3:22])[CH3:23] |f:1.2.3|. Reported procedure: Following the procedure of Example 3, step 4, 0.300 g (1.60 mmol) of crude trans-1,2,3,4,4a,5,6,10b-octahydrobenz[f]isoquinoline in 10 ml of anhydrous DMF was reacted with 0.243 g (1.76 mmol) of anhydrous potassium carbonate and 0.310 ml (1.60 mmol) of 4-(tert-butyl)benzyl chloride. Chromatography on flash silica, eluting with 10-30% ethyl acetate/petroleum ether and 30-90% ether/petroleum ether, gave 0.142 g (27%) of the title product as a white solid. The hydrochloride salt was made using ethe... Starting materials: Cn1cc(I)cn1, CC(C)O, I[Cu]I, [K+], [K+], [K+], CC(C)(C)OC(=O)N1CCNC(=O)C1, OCCO, O=P([O-])([O-])[O-]. The product is Cn1cc(N2CCN(C(=O)OC(C)(C)C)CC2=O)cn1. As a reaction SMILES: [CH3:15][n:16]1[n:17][cH:18][c:19]([I:21])[cH:20]1.[CH:34]([OH:35])([CH3:36])[CH3:37].[Cu:38]([I:39])[I:40].[K+:31].[K+:32].[K+:33].[O:1]=[C:2]1[CH2:3][N:4]([C:8](=[O:9])[O:10][C:11]([CH3:12])([CH3:13])[CH3:14])[CH2:5][CH2:6][NH:7]1.[OH:22][CH2:23][CH2:24][OH:25].[P:26]([O-:27])([O-:28])([O-:29])=[O:30]>>[O:1]=[C:2]1[CH2:3][N:4]([C:8](=[O:9])[O:10][C:11]([CH3:12])([CH3:13])[CH3:14])[CH2:5][CH2:6][N:7]1[c:19]1[cH:18][n:17][n:16]([CH3:15])[cH:20]1. The reactants are ClC=1SC(=CC1S(=O)(=O)Cl)Cl (2,5-dichlorothiophene-3-sulfonyl chloride), NC=1C=C(C(=O)NC2=CC=CC=C2)C=CC1OC (3-amino-4-methoxy-N-phenyl-benzamide). The product is ClC=1SC(=CC1S(=O)(=O)NC=1C=C(C(=O)NC2=CC=CC=C2)C=CC1OC)Cl (3-(2,5-Dichlorothiophene-3-sulfonylamino)-4-methoxy-N-phenyl-benzamide). Yield: 65.6%. Reaction SMILES: [Cl:1][C:2]1[S:3][C:4]([Cl:11])=[CH:5][C:6]=1[S:7](Cl)(=[O:9])=[O:8].[NH2:12][C:13]1[CH:14]=[C:15]([CH:25]=[CH:26][C:27]=1[O:28][CH3:29])[C:16]([NH:18][C:19]1[CH:24]=[CH:23][CH:22]=[CH:21][CH:20]=1)=[O:17]>>[Cl:1][C:2]1[S:3][C:4]([Cl:11])=[CH:5][C:6]=1[S:7]([NH:12][C:13]1[CH:14]=[C:15]([CH:25]=[CH:26][C:27]=1[O:28][CH3:29])[C:16]([NH:18][C:19]1[CH:24]=[CH:23][CH:22]=[CH:21][CH:20]=1)=[O:17])(=[O:9])=[O:8]. Reported procedure: Prepared according to the procedure described for Example 127 using 2,5-dichlorothiophene-3-sulfonyl chloride (0.75 g, 3.0 mmol) and 3-amino-4-methoxy-N-phenyl-benzamide (0.73 g, 3.0 mmol) to afford the product (0.9 g); m.p. 189-190° C. Run at temperature 65 celsius, time 1.5 day. Run in C(C)N(CC)CC (triethylamine). Product: S(=O)(=O)(OC(CC)OC(C(C)OCC1=CC=CC=C1)CCCCCCCCCCCCCCC)C1=CC=C(C)C=C1 (1-(2-Benzyloxy-3-octadecyloxy)propyl tosylate). As a reaction SMILES: [CH2:1]([O:8][CH:9]([CH:11]([O:27][CH:28]([OH:31])[CH2:29][CH3:30])[CH2:12][CH2:13][CH2:14][CH2:15][CH2:16][CH2:17][CH2:18][CH2:19][CH2:20][CH2:21][CH2:22][CH2:23][CH2:24][CH2:25][CH3:26])[CH3:10])[C:2]1[CH:7]=[CH:6][CH:5]=[CH:4][CH:3]=1.[S:32](Cl)([C:35]1[CH:41]=[CH:40][C:38]([CH3:39])=[CH:37][CH:36]=1)(=[O:34])=[O:33]>C(N(CC)CC)C>[S:32]([C:35]1[CH:41]=[CH:40][C:38]([CH3:39])=[CH:37][CH:36]=1)([O:31][CH:28]([O:27][CH:11]([CH2:12][CH2:13][CH2:14][CH2:15][CH2:16][CH2:17][CH2:18][CH2:19][CH2:20][CH2:21][CH2:22][CH2:23][CH2:24][CH2:25][CH3:26])[CH:9]([O:8][CH2:1][C:2]1[CH:7]=[CH:6][CH:5]=[CH:4][CH:3]=1)[CH3:10])[CH2:29][CH3:30])(=[O:34])=[O:33]. Starting materials: C(C1=CC=CC=C1)OC(C)C(CCCCCCCCCCCCCCC)OC(CC)O (1-(2-benzyloxy-3-octadecyloxy)propanol), S(=O)(=O)(C1=CC=C(C)C=C1)Cl (tosyl chloride). Reported procedure: In 24 ml of triethylamine were dissolved 1.3 g (3 mmole) of 1-(2-benzyloxy-3-octadecyloxy)propanol and 1.7 g (9 mmole) of tosyl chloride, and the solution was warmed at 65° C. and stirred for 1.5 days. The reaction solution was concentrated to dryness under reduced pressure, and the residue was dissolved in chloroform. The solution was washed with water, dried over potassium carbonate. The solvent was distilled off under reduced pressure, and the residue was subjected to separation and purificat... The reactants are CC(C)O, Cl, NC(N)=S, Nc1ccccc1CO. The product is NC1=Nc2ccccc2CS1. RXN SMILES: [CH:15]([OH:16])([CH3:17])[CH3:18].[ClH:14].[NH2:10][C:11]([NH2:12])=[S:13].[NH2:1][c:2]1[c:3]([CH2:4][OH:5])[cH:6][cH:7][cH:8][cH:9]1>>[N:1]1=[C:11]([NH2:10])[S:13][CH2:4][c:3]2[c:2]1[cH:9][cH:8][cH:7][cH:6]2.